From a dataset of the Open Reaction Database (ORD), a public repository of structured organic reaction records. describe an organic reaction: reactants, conditions, products, and yield Starting materials: C1=CC=CC=2SC(C3=C(C21)C=CC=C3)O (6H-dibenzo[b,d]thiopyran-6-ol), C[Si](C)(C)C#N (Trimethylsilylcyanide). The reagents and catalysts are [Zn+2].[I-].[I-] (ZnI2). Run in C1=CC=CC=C1 (benzene). Reaction conditions: time 20 hour. Product: C(#N)C1C2=C(C3=C(S1)C=CC=C3)C=CC=C2 (6-cyano-6H-dibenzo[b,d]thiopyran). Reaction SMILES: [CH:1]1[C:10]2[C:9]3[CH:11]=[CH:12][CH:13]=[CH:14][C:8]=3[CH:7](O)[S:6][C:5]=2[CH:4]=[CH:3][CH:2]=1.C[Si]([C:20]#[N:21])(C)C>C1C=CC=CC=1.[Zn+2].[I-].[I-]>[C:20]([CH:7]1[S:6][C:5]2[CH:4]=[CH:3][CH:2]=[CH:1][C:10]=2[C:9]2[CH:11]=[CH:12][CH:13]=[CH:14][C:8]1=2)#[N:21] |f:3.4.5|. Procedure: 6H-dibenzo[b,d]thiopyran-6-ol (2.6 g; 12 mmol) was dissolved in anhydrous benzene (50 ml). Trimethylsilylcyanide (4.5 ml; 36 mmol) and a catalytic amount of ZnI2 were added to the solution, then the reaction mixture was stirred for 20 hours at room temperature. The solution was washed with 1N NaOH, dried and evaporated. The residue was crystallized from diethyl ether to give 6-cyano-6H-dibenzo[b,d]thiopyran as white solid (2.3 g; 10 mmol); m.p. 114°-116° C. By proceeding analogously the followin... Starting materials: CC(C)(C)[O-], O=CO, COC(=O)c1cc(Cl)cnc1Cl, CC(c1ccc(O)cc1Cl)C(O)(c1ccc2c(c1)n(C)c(=O)n2C)C(F)(F)F, [K+], CN(C)C=O. Product: COC(=O)c1cc(Cl)cnc1Oc1ccc(C(C)C(O)(c2ccc3c(c2)n(C)c(=O)n3C)C(F)(F)F)c(Cl)c1. Reaction SMILES: [CH3:1][C:2]([CH3:3])([O-:4])[CH3:5].[CH:47]([OH:48])=[O:49].[Cl:35][c:36]1[c:37]([C:38](=[O:39])[O:40][CH3:41])[cH:42][c:43]([Cl:46])[cH:44][n:45]1.[Cl:7][c:8]1[c:9]([CH:15]([C:16]([C:17]([F:18])([F:19])[F:20])([OH:21])[c:22]2[cH:23][c:24]3[c:25]([n:26]([CH3:31])[c:27](=[O:30])[n:28]3[CH3:29])[cH:32][cH:33]2)[CH3:34])[cH:10][cH:11][c:12]([OH:14])[cH:13]1.[K+:6].[O:50]=[CH:51][N:52]([CH3:53])[CH3:54]>>[Cl:7][c:8]1[c:9]([CH:15]([C:16]([C:17]([F:18])([F:19])[F:20])([OH:21])[c:22]2[cH:23][c:24]3[c:25]([n:26]([CH3:31])[c:27](=[O:30])[n:28]3[CH3:29])[cH:32][cH:33]2)[CH3:34])[cH:10][cH:11][c:12]([O:14][c:36]2[c:37]([C:38](=[O:39])[O:40][CH3:41])[cH:42][c:43]([Cl:46])[cH:44][n:45]2)[cH:13]1. Reactants: CCCCCCNc1nsnc1-c1cccnc1, CI, CC(C)=O. The product is CCCCCCNc1nsnc1-c1ccc[n+](C)c1, [I-]. Reaction SMILES: [CH2:3]([CH2:4][CH2:5][CH2:6][CH2:7][CH3:8])[NH:9][c:10]1[n:11][s:12][n:13][c:14]1-[c:15]1[cH:16][n:17][cH:18][cH:19][cH:20]1.[CH3:1][I:2].[CH3:21][C:22](=[O:23])[CH3:24]>>[CH3:1][n+:17]1[cH:16][c:15](-[c:14]2[c:10]([NH:9][CH2:3][CH2:4][CH2:5][CH2:6][CH2:7][CH3:8])[n:11][s:12][n:13]2)[cH:20][cH:19][cH:18]1.[I-:2]. The reactants are CCOC(=O)CBr, O=C([O-])[O-], CN(C)C=O, ClCCl, [K+], [K+], Oc1cccc(-c2n[nH]c3c2Cc2ccccc2-3)c1. The product is CCOC(=O)COc1cccc(-c2n[nH]c3c2Cc2ccccc2-3)c1. As a reaction SMILES: [Br:26][CH2:27][C:28](=[O:29])[O:30][CH2:31][CH3:32].[C:20](=[O:21])([O-:22])[O-:23].[CH3:33][N:34]([CH3:35])[CH:36]=[O:37].[Cl:38][CH2:39][Cl:40].[K+:24].[K+:25].[nH:1]1[n:2][c:3](-[c:13]2[cH:14][c:15]([OH:19])[cH:16][cH:17][cH:18]2)[c:4]2[c:5]1-[c:6]1[cH:7][cH:8][cH:9][cH:10][c:11]1[CH2:12]2>>[nH:1]1[n:2][c:3](-[c:13]2[cH:14][c:15]([O:19][CH2:27][C:28](=[O:29])[O:30][CH2:31][CH3:32])[cH:16][cH:17][cH:18]2)[c:4]2[c:5]1-[c:6]1[cH:7][cH:8][cH:9][cH:10][c:11]1[CH2:12]2. Reactants: COc1ccc(COC(=O)CC(=O)[O-])cc1, C(=NC1CCCCC1)=NC1CCCCC1, Cl, CCOC(=O)COc1ccc(N)cc1NC(=O)c1ccc(OCCCCc2ccccc2)cc1, c1ccncc1. Yields the product CCOC(=O)COc1ccc(NC(=O)CC(=O)OCc2ccc(OC)cc2)cc1NC(=O)c1ccc(OCCCCc2ccccc2)cc1. RXN SMILES: [C:36]([CH2:37][C:38](=[O:39])[O-:40])(=[O:41])[O:42][CH2:43][c:44]1[cH:45][cH:46][c:47]([O:50][CH3:51])[cH:48][cH:49]1.[CH:52]1([N:53]=[C:54]=[N:55][CH:56]2[CH2:57][CH2:58][CH2:59][CH2:60][CH2:61]2)[CH2:62][CH2:63][CH2:64][CH2:65][CH2:66]1.[ClH:1].[NH2:2][c:3]1[cH:4][c:5]([NH:16][C:17]([c:18]2[cH:19][cH:20][c:21]([O:24][CH2:25][CH2:26][CH2:27][CH2:28][c:29]3[cH:30][cH:31][cH:32][cH:33][cH:34]3)[cH:22][cH:23]2)=[O:35])[c:6]([O:7][CH2:8][C:9](=[O:10])[O:11][CH2:12][CH3:13])[cH:14][cH:15]1.[cH:67]1[cH:68][cH:69][n:70][cH:71][cH:72]1>>[NH:2]([c:3]1[cH:4][c:5]([NH:16][C:17]([c:18]2[cH:19][cH:20][c:21]([O:24][CH2:25][CH2:26][CH2:27][CH2:28][c:29]3[cH:30][cH:31][cH:32][cH:33][cH:34]3)[cH:22][cH:23]2)=[O:35])[c:6]([O:7][CH2:8][C:9](=[O:10])[O:11][CH2:12][CH3:13])[cH:14][cH:15]1)[C:38]([CH2:37][C:36](=[O:41])[O:42][CH2:43][c:44]1[cH:45][cH:46][c:47]([O:50][CH3:51])[cH:48][cH:49]1)=[O:39].